This data is from the Open Reaction Database (ORD), a public repository of structured organic reaction records. The task is: describe an organic reaction: reactants, conditions, products, and yield Reactants: [H-].[H-].[H-].[H-].[Li+].[Al+3] (LiAlH4), N1=CC=CC=C1 (pyridine), N1=C(F)N=C(F)N=C1F (cyanuric fluoride), C1(CCCCCC1)N1N=CC2=CC(=CC=C12)C(C(C(=O)O)(C)C)C1=CC=CC=C1 (3-(1-Cycloheptyl-1H-indazol-5-yl)-2,2-dimethyl-3-phenylpropanoic acid). The solvent is C(Cl)Cl (DCM). Run at temperature -78 celsius, time 8 hour. Product: C1(CCCCCC1)N1N=CC2=CC(=CC=C12)C(C(CN)(C)C)C1=CC=CC=C1 (3-(1-cycloheptyl-1H-indazol-5-yl)-2,2-dimethyl-3-phenylpropan-1-amine). Reaction SMILES: [CH:1]1([N:8]2[C:16]3[C:11](=[CH:12][C:13]([CH:17]([C:24]4[CH:29]=[CH:28][CH:27]=[CH:26][CH:25]=4)[C:18]([CH3:23])([CH3:22])[C:19](O)=O)=[CH:14][CH:15]=3)[CH:10]=[N:9]2)[CH2:7][CH2:6][CH2:5][CH2:4][CH2:3][CH2:2]1.[N:30]1C=CC=CC=1.N1C(F)=NC(F)=NC=1F.[H-].[H-].[H-].[H-].[Li+].[Al+3]>C(Cl)Cl>[CH:1]1([N:8]2[C:16]3[C:11](=[CH:12][C:13]([CH:17]([C:24]4[CH:29]=[CH:28][CH:27]=[CH:26][CH:25]=4)[C:18]([CH3:23])([CH3:22])[CH2:19][NH2:30])=[CH:14][CH:15]=3)[CH:10]=[N:9]2)[CH2:7][CH2:6][CH2:5][CH2:4][CH2:3][CH2:2]1 |f:3.4.5.6.7.8|. Procedure: (c)(d)(e)(f) 3-(1-Cycloheptyl-1H-indazol-5-yl)-2,2-dimethyl-3-phenylpropanoic acid (393 mg, 1 mmol) was dissolved in 20 mL DCM and treated with 130 mL pyridine and 127 uL of cyanuric fluoride and stirred overnight. The reaction was extracted from 1 M HCl with EtOAc×3. The combined organic layers were dried over MgSO4, filtered, concentrated, and then taken up in THF (20 mL), cooled to −78° C. and ammonia gas was bubbled in for 1 min. The reaction was allowed to warm to rt. Quantitative conversio...